Dataset: the Open Reaction Database (ORD), a public repository of structured organic reaction records. Task: describe an organic reaction: reactants, conditions, products, and yield The reactants are C(C1=CC=CC=C1)N (benzylamine), ClC=1C2=C(N=C(N1)C1=CC=NO1)SC(=C2)CC (4-chloro-2-(isoxazol-5-yl)-6-ethyl-thieno-[2,3-d]-pyrimidine). RXN SMILES: [CH2:1]([NH2:8])[C:2]1[CH:7]=[CH:6][CH:5]=[CH:4][CH:3]=1.Cl[C:10]1[C:11]2[CH:23]=[C:22]([CH2:24][CH3:25])[S:21][C:12]=2[N:13]=[C:14]([C:16]2[O:20][N:19]=[CH:18][CH:17]=2)[N:15]=1>>[O:20]1[C:16]([C:14]2[N:15]=[C:10]([NH:8][CH2:1][C:2]3[CH:7]=[CH:6][CH:5]=[CH:4][CH:3]=3)[C:11]3[CH:23]=[C:22]([CH2:24][CH3:25])[S:21][C:12]=3[N:13]=2)=[CH:17][CH:18]=[N:19]1. Yields the product O1N=CC=C1C=1N=C(C2=C(N1)SC(=C2)CC)NCC2=CC=CC=C2 (2-(isoxazol-5-yl)-4-benzylamino-6-ethyl-thieno-[2,3-d]-pyrimidine). Reported procedure: With the procedure of Example 1, the reaction of benzylamine with 4-chloro-2-(isoxazol-5-yl)-6-ethyl-thieno-[2,3-d]-pyrimidine yields 2-(isoxazol-5-yl)-4-benzylamino-6-ethyl-thieno-[2,3-d]-pyrimidine. Starting materials: O=[N+]([O-])c1ccccc1CCBr, CC#N, [N-]=[N+]=[N-], [Na+], O. The product is [N-]=[N+]=NCCc1ccccc1[N+](=O)[O-]. RXN SMILES: [Br:5][CH2:6][CH2:7][c:8]1[c:9]([N+:14](=[O:15])[O-:16])[cH:10][cH:11][cH:12][cH:13]1.[CH3:18][C:19]#[N:20].[N-:2]=[N+:3]=[N-:4].[Na+:1].[OH2:17]>>[N:2](=[N+:3]=[N-:4])[CH2:6][CH2:7][c:8]1[c:9]([N+:14](=[O:15])[O-:16])[cH:10][cH:11][cH:12][cH:13]1.